This data is from the Open Reaction Database (ORD), a public repository of structured organic reaction records. The task is: describe an organic reaction: reactants, conditions, products, and yield Reactants: CC(=O)[O-], CCO, Cc1ccc(Cl)c(C2CC(=O)CC(=O)C2)c1, [NH4+]. The product is Cc1ccc(Cl)c(C2CC(=O)C=C(N)C2)c1. RXN SMILES: [CH3:18][C:19](=[O:20])[O-:21].[CH3:22][CH2:23][OH:24].[Cl:1][c:2]1[c:3]([CH:9]2[CH2:10][C:11](=[O:16])[CH2:12][C:13](=[O:15])[CH2:14]2)[cH:4][c:5]([CH3:8])[cH:6][cH:7]1.[NH4+:17]>>[Cl:1][c:2]1[c:3]([CH:9]2[CH2:10][C:11](=[O:16])[CH:12]=[C:13]([NH2:17])[CH2:14]2)[cH:4][c:5]([CH3:8])[cH:6][cH:7]1.